Dataset: the Open Reaction Database (ORD), a public repository of structured organic reaction records. Task: describe an organic reaction: reactants, conditions, products, and yield As a reaction SMILES: F[C:2]1[CH:9]=[CH:8][C:7]([CH:10]=[O:11])=[CH:6][C:3]=1[C:4]#[N:5].[Cl:12][C:13]1[CH:14]=[C:15]([OH:20])[CH:16]=[CH:17][C:18]=1[F:19]>>[Cl:12][C:13]1[CH:14]=[C:15]([CH:16]=[CH:17][C:18]=1[F:19])[O:20][C:2]1[CH:9]=[CH:8][C:7]([CH:10]=[O:11])=[CH:6][C:3]=1[C:4]#[N:5]. Reported procedure: The title compound was prepared by a procedure similar to that described for D4 starting from 2-fluoro-5-formylbenzonitrile and 3-chloro-4-fluorophenol. Yields the product ClC=1C=C(OC2=C(C#N)C=C(C=C2)C=O)C=CC1F (2-(3-chloro-4-fluorophenoxy)-5-formylbenzonitrile). Reactants: D4, FC1=C(C#N)C=C(C=C1)C=O (2-fluoro-5-formylbenzonitrile), ClC=1C=C(C=CC1F)O (3-chloro-4-fluorophenol). Starting materials: CN1CCCC1=O, O=[N+]([O-])c1cccc2[nH]c(Cl)nc12, c1c[nH]cn1. Product: O=[N+]([O-])c1cccc2[nH]c(-n3ccnc3)nc12. As a reaction SMILES: [CH3:19][N:20]1[CH2:21][CH2:22][CH2:23][C:24]1=[O:25].[Cl:1][c:2]1[n:3][c:4]2[c:5]([nH:6]1)[cH:7][cH:8][cH:9][c:10]2[N+:11](=[O:12])[O-:13].[nH:14]1[cH:15][n:16][cH:17][cH:18]1>>[c:2]1(-[n:14]2[cH:15][n:16][cH:17][cH:18]2)[n:3][c:4]2[c:5]([nH:6]1)[cH:7][cH:8][cH:9][c:10]2[N+:11](=[O:12])[O-:13].